This data is from the Open Reaction Database (ORD), a public repository of structured organic reaction records. The task is: describe an organic reaction: reactants, conditions, products, and yield Conditions: time 24 hour. The solvent is CN(C)C=O (DMF), CCOCC (ether). The reactants are C(CCC)C=1N(C(=CN1)\C=C\1/N(C(N(C1=O)CCCC)=O)CC=1C(=NOC1C)C)CC1=CC=C(C(=O)OC)C=C1 (methyl Z-4-[[2-butyl-5-[[1-butyl-3-[(3,5-dimethyl-4-isoxazolyl)methyl]-2,5-dioxo-4-imidazolidinylidene]methyl]-1H-imidazol-1-yl]methyl]benzoate), C(=O)([O-])[O-].[K+].[K+] (K2CO3), Cl (HCl), ClCC=1C(=NOC1C)C (4-chloromethyl-3,5-dimethylisoxazole). Reported procedure: To a solution of methyl Z-4-[[2-butyl-5-[[1-butyl-3-[(3,5-dimethyl-4-isoxazolyl)methyl]-2,5-dioxo-4-imidazolidinylidene]methyl]-1H-imidazol-1-yl]methyl]benzoate (1.00 g, 2.281 mmol) in DMF (10 mL) is added K2CO3 (1.580 g, 0.011 moles). After stirring for 15 minutes 4-chloromethyl-3,5-dimethylisoxazole (0.35 g, 2.39 mmol) is added. The mixture is stirred for 24 hours. The solvents were removed under high vacuum. After diluting with ethyl acetate and washing with water and brine the solution is dr... Product: Cl.C(CCC)C=1N(C(=CN1)\C=C\1/N(C(N(C1=O)CCCC)=O)CC=1C(=NOC1C)C)CC1=CC=C(C(=O)OC)C=C1 (Methyl Z-4-[[2-butyl-5-[[1-butyl-3-[(3,5-dimethyl-4-isoxazolyl)methyl]-2,5-dioxo-4-imidazolidinylidene]methyl]-1H-imidazol-1-yl]methyl]benzoate monohydrochloride). As a reaction SMILES: [CH2:1]([C:5]1[N:6]([CH2:30][C:31]2[CH:40]=[CH:39][C:34]([C:35]([O:37][CH3:38])=[O:36])=[CH:33][CH:32]=2)[C:7](/[CH:10]=[C:11]2\[N:12]([CH2:22][C:23]3[C:24]([CH3:29])=[N:25][O:26][C:27]=3[CH3:28])[C:13](=[O:21])[N:14]([CH2:17][CH2:18][CH2:19][CH3:20])[C:15]\2=[O:16])=[CH:8][N:9]=1)[CH2:2][CH2:3][CH3:4].C([O-])([O-])=O.[K+].[K+].[Cl:47]CC1C(C)=NOC=1C.Cl>CN(C=O)C.CCOCC>[ClH:47].[CH2:1]([C:5]1[N:6]([CH2:30][C:31]2[CH:32]=[CH:33][C:34]([C:35]([O:37][CH3:38])=[O:36])=[CH:39][CH:40]=2)[C:7](/[CH:10]=[C:11]2\[N:12]([CH2:22][C:23]3[C:24]([CH3:29])=[N:25][O:26][C:27]=3[CH3:28])[C:13](=[O:21])[N:14]([CH2:17][CH2:18][CH2:19][CH3:20])[C:15]\2=[O:16])=[CH:8][N:9]=1)[CH2:2][CH2:3][CH3:4] |f:1.2.3,8.9|.